This data is from the Open Reaction Database (ORD), a public repository of structured organic reaction records. The task is: describe an organic reaction: reactants, conditions, products, and yield Starting materials: C(C)OC(C(C)(C)OC1=CC=C(C=C1)OCCC=1N=C(OC1C)C1=CC=C(C=C1)Br)=O (2-(4-{2-[2-(4-bromophenyl)-5-methyloxazol-4-yl]ethoxy}phenoxy)-2-methyl propionic acid ethyl ester), N1=CC(=CC=C1)B(O)O (3-pyridyl boronic acid), C1(=CC=CC=C1)C (toluene), C([O-])([O-])=O.[Na+].[Na+] (sodium carbonate), solution. Solvent: C(C)O (ethanol). Product: C(C)OC(C(C)(C)OC1=CC=C(C=C1)OCCC=1N=C(OC1C)C1=CC=C(C=C1)C=1C=NC=CC1)=O (2-(4-{2-[2-(4-pyrid-3-yl-phenyl)-5-methyloxazol-4-yl]ethoxy}phenoxy)-2-methylpropionic acid ethyl ester). As a reaction SMILES: [CH2:1]([O:3][C:4](=[O:31])[C:5]([O:8][C:9]1[CH:14]=[CH:13][C:12]([O:15][CH2:16][CH2:17][C:18]2[N:19]=[C:20]([C:24]3[CH:29]=[CH:28][C:27](Br)=[CH:26][CH:25]=3)[O:21][C:22]=2[CH3:23])=[CH:11][CH:10]=1)([CH3:7])[CH3:6])[CH3:2].[N:32]1[CH:37]=[CH:36][CH:35]=[C:34](B(O)O)[CH:33]=1.C1(C)C=CC=CC=1.C(=O)([O-])[O-].[Na+].[Na+]>C(O)C>[CH2:1]([O:3][C:4](=[O:31])[C:5]([O:8][C:9]1[CH:14]=[CH:13][C:12]([O:15][CH2:16][CH2:17][C:18]2[N:19]=[C:20]([C:24]3[CH:29]=[CH:28][C:27]([C:34]4[CH:33]=[N:32][CH:37]=[CH:36][CH:35]=4)=[CH:26][CH:25]=3)[O:21][C:22]=2[CH3:23])=[CH:11][CH:10]=1)([CH3:7])[CH3:6])[CH3:2] |f:3.4.5|. Procedure: To a 25 mL round-bottomed flask equipped for magnetic stirring and fitted with a reflux condenser was added 2-(4-{2-[2-(4-bromophenyl)-5-methyloxazol-4-yl]ethoxy}phenoxy)-2-methyl propionic acid ethyl ester (0.410 mmoles, 200 mg) (see Ex. 2, Part B), 3-pyridyl boronic acid (0.451 mmoles), toluene (5 mL), ethanol (5 mL), and sodium carbonate (0.819 mmoles, 0.410 mL of a 2M solution). This mixture was vacuum degassed and nitrogen was added in at a positive pressure. Pd(PPh3)4 (catalytic, spatula t... Reactants: O=S(Cl)Cl (SOCl2), C(C)(C)(C)C=1NC2=C(C=C(C=C2C1)[N+](=O)[O-])C(=O)O (2-tert-butyl-5-nitro-1H-indole-7-carboxylic acid), CO (methanol). Reaction conditions: temperature 80 celsius, time 12 hour. The product is C(C)(C)(C)C1=NC2=C(C=C(CC2=C1)[N+](=O)[O-])C(=O)OC (methyl 2-tert-butyl-5-nitro-4H-indole-7-carboxylate). Yield: 70.0%. Reaction SMILES: O=S(Cl)Cl.[C:5]([C:9]1[NH:10][C:11]2[C:16]([CH:17]=1)=[CH:15][C:14]([N+:18]([O-:20])=[O:19])=[CH:13][C:12]=2[C:21]([OH:23])=[O:22])([CH3:8])([CH3:7])[CH3:6].[CH3:24]O>>[C:5]([C:9]1[CH:17]=[C:16]2[C:11](=[C:12]([C:21]([O:23][CH3:24])=[O:22])[CH:13]=[C:14]([N+:18]([O-:20])=[O:19])[CH2:15]2)[N:10]=1)([CH3:8])([CH3:6])[CH3:7]. Reported procedure: SOCl2 (3.6 g, 30 mol) was added dropwise to a solution of 2-tert-butyl-5-nitro-1H-indole-7-carboxylic acid (4.0 g, 15 mol) and methanol (30 mL) at 0° C. The mixture was stirred at 80° C. for 12 h. The solvent was evaporated under vacuum and the residue was purified by column chromatography on silica gel (5% EtOAc in petroleum ether) to afford methyl 2-tert-butyl-5-nitro-4H-indole-7-carboxylate (2.95 g, 70%). 1H NMR (CDCl3, 300 MHz) δ 9.99 (brs, 1H), 8.70 (d, J=2.1 Hz, 1H), 8.65 (d, J=2.1 Hz, 1H)... Reactants: Cl (HCl), C(C)(C)(C)NC1=NC=CC=2C(=CC=CC12)C(=O)OC (methyl 1-(t-butylamino)isoquinoline-5-carboxylate), O1CCCC1 (tetrahydrofuran), [Li+].[OH-] (LiOH). Run in C(C)(=O)OCC (ethyl acetate). Run at temperature 80 celsius, time 12 hour. The product is C(C)(C)(C)NC1=NC=CC=2C(=CC=CC12)C(=O)O (1-(t-butylamino)isoquinoline-5-carboxylic acid). Isolated yield 39.6%. As a reaction SMILES: [C:1]([NH:5][C:6]1[C:15]2[CH:14]=[CH:13][CH:12]=[C:11]([C:16]([O:18]C)=[O:17])[C:10]=2[CH:9]=[CH:8][N:7]=1)([CH3:4])([CH3:3])[CH3:2].O1CCCC1.[Li+].[OH-].Cl>C(OCC)(=O)C>[C:1]([NH:5][C:6]1[C:15]2[CH:14]=[CH:13][CH:12]=[C:11]([C:16]([OH:18])=[O:17])[C:10]=2[CH:9]=[CH:8][N:7]=1)([CH3:4])([CH3:2])[CH3:3] |f:2.3|. Reported procedure: Methyl 1-(t-butylamino)isoquinoline-5-carboxylate (1.6 g, 6.20 mmol) obtained in Step (5) above was stirred in a solution of tetrahydrofuran (16 mL) and distilled water (16 mL). The reaction solution was added with LiOH (0.57 g, 13.6 mmol) and stirred for about 12 hours at 80° C. The reaction mixture was cooled to room temperature and adjusted to have a pH value in a range of 1˜2 by adding 1N aqueous HCl. The reaction mixture was diluted with ethyl acetate, and washed with distilled water. The o... Reported procedure: A solution of 4-methoxybenzene-1,2-diamine (0.5 g, 2.369 mmol) and 4-(phenylmethyl)-2-morpholinecarboxylic acid (1.221 g, 4.74 mmol) in 6N HCl (10 mL) was stirred at 105° C. overnight. The reaction mixture was neutralized with aqueous NaOH and partitioned between EtOAc (50 mL) and water (50 mL). The organic phase was washed with water (50 mL), dried (MgSO4), and evaporated in vacuo to give the crude product as a black oil. The crude product was added to a silica gel column and was eluted with 90... The solvent is Cl (HCl). Reactants: crude product, COC=1C=C(C(=CC1)N)N (4-methoxybenzene-1,2-diamine), C1(=CC=CC=C1)CN1CC(OCC1)C(=O)O (4-(phenylmethyl)-2-morpholinecarboxylic acid), [OH-].[Na+] (NaOH). The yield is 78.3%. Product: COC1=CC2=C(NC(=N2)C2CN(CCO2)CC2=CC=CC=C2)C=C1 (5-(Methyloxy)-2-[4-(phenylmethyl)-2-morpholinyl]-1H-benzimidazole). As a reaction SMILES: [CH3:1][O:2][C:3]1[CH:4]=[C:5]([NH2:10])[C:6]([NH2:9])=[CH:7][CH:8]=1.[C:11]1([CH2:17][N:18]2[CH2:23][CH2:22][O:21][CH:20]([C:24](O)=O)[CH2:19]2)[CH:16]=[CH:15][CH:14]=[CH:13][CH:12]=1.[OH-].[Na+]>Cl>[CH3:1][O:2][C:3]1[CH:8]=[CH:7][C:6]2[NH:9][C:24]([CH:20]3[O:21][CH2:22][CH2:23][N:18]([CH2:17][C:11]4[CH:16]=[CH:15][CH:14]=[CH:13][CH:12]=4)[CH2:19]3)=[N:10][C:5]=2[CH:4]=1 |f:2.3|. Reactants: ClC(C(Cl)(Cl)Cl)(Cl)Cl (hexachloroethane), CN(S(=O)(=O)N1N=C(C=C1)C(F)(F)F)C (N,N-dimethyl-3-(trifluoromethyl)-1H-pyrazole-1-sulfonamide), CN(S(=O)(=O)N1N=C(C=C1)C(F)(F)F)C (N,N-dimethyl-3-(trifluoromethyl)-1H-pyrazole-1-sulfonamide), C(CCC)[Li] (n-butyllithium). The solvent is O1CCCC1 (tetrahydrofuran), O1CCCC1 (tetrahydrofuran). Reaction conditions: time 30 minute. The product is ClC1=CC(=NN1S(=O)(=O)N(C)C)C(F)(F)F (5-chloro-N,N-dimethyl-3-(trifluoromethyl)-1H-pyrazole-1-sulfonamide). The yield is 98.6%. Reaction SMILES: [CH3:1][N:2]([CH3:15])[S:3]([N:6]1[CH:10]=[CH:9][C:8]([C:11]([F:14])([F:13])[F:12])=[N:7]1)(=[O:5])=[O:4].C([Li])CCC.[Cl:21]C(Cl)(Cl)C(Cl)(Cl)Cl>O1CCCC1>[Cl:21][C:10]1[N:6]([S:3]([N:2]([CH3:15])[CH3:1])(=[O:5])=[O:4])[N:7]=[C:8]([C:11]([F:14])([F:12])[F:13])[CH:9]=1. Procedure details: Under a nitrogen atmosphere, N,N-dimethyl-3-(trifluoromethyl)-1H-pyrazole-1-sulfonamide (4.0 g, 16 mmol) (i.e. the product of Example 13, Step A) in tetrahydrofuran (25 mL) was cooled to −78° C. was then treated with n-butyllithium (2 M solution in cyclohexane, 8.6 mL, 17.2 mmol) dropwise. The reaction mixture formed a thick precipitate, and stirring was continued for 30 minutes after the addition. To the stirred suspension, a solution of hexachloroethane (4.2 g, 18 mmol) in tetrahydrofuran (15 ... Starting materials: O=C1NC(CSCC1)C(=O)O (5-oxo-perhydro-(1,4)-thiazepine-3-carboxylic acid), N,N'-carbonyl-diimidazole, NC1=CC=C(C=C1)C=1C(CC(NN1)=O)C (6-(4-amino-phenyl)-5-methyl-4,5-dihydro-3(2H)-pyridazinone). The solvent is CN(C=O)C (dimethylformamide). Conditions: time 15 minute. Yields the product O=C1NC(CSCC1)C(=O)NC1=CC=C(C=C1)C=1C(CC(NN1)=O)C (6-(4-(5-Oxo-perhydro-(1,4)-thiazepin-3-yl-carbonyl-amino)-phenyl)-5-methyl-4,5-dihydro-3(2H)-pyridazinone). As a reaction SMILES: [O:1]=[C:2]1[CH2:8][CH2:7][S:6][CH2:5][CH:4]([C:9]([OH:11])=O)[NH:3]1.[NH2:12][C:13]1[CH:18]=[CH:17][C:16]([C:19]2[CH:20]([CH3:26])[CH2:21][C:22](=[O:25])[NH:23][N:24]=2)=[CH:15][CH:14]=1>CN(C)C=O>[O:1]=[C:2]1[CH2:8][CH2:7][S:6][CH2:5][CH:4]([C:9]([NH:12][C:13]2[CH:18]=[CH:17][C:16]([C:19]3[CH:20]([CH3:26])[CH2:21][C:22](=[O:25])[NH:23][N:24]=3)=[CH:15][CH:14]=2)=[O:11])[NH:3]1. Procedure details: 5.3 g (0.03 mole) of 5-oxo-perhydro-(1,4)-thiazepine-3-carboxylic acid and 6.1 g (0.03 mole) of N,N'-carbonyl-diimidazole are stirred in 15 ml of dimethylformamide at 50° c. for 15 minutes. After addition of 4.9 g (0.03 mole) of 6-(4-amino-phenyl)-5-methyl-4,5-dihydro-3(2H)-pyridazinone, the mixture is stirred at room temperature for 12 hours and the product is filtered off with suction and dried.